This data is from the Open Reaction Database (ORD), a public repository of structured organic reaction records. The task is: describe an organic reaction: reactants, conditions, products, and yield The reactants are CCOC(C)=O, [Na+], [Na+], O=C([O-])[O-], C1COCCO1, OB(O)c1ccccc1, c1ccc(P(c2ccccc2)(c2ccccc2)[Pd](P(c2ccccc2)(c2ccccc2)c2ccccc2)(P(c2ccccc2)(c2ccccc2)c2ccccc2)P(c2ccccc2)(c2ccccc2)c2ccccc2)cc1, CC1(C)C(=O)NC(=O)N1CCNc1ncc(Br)c(-c2cc3ccccc3s2)n1. Yields the product CC1(C)C(=O)NC(=O)N1CCNc1ncc(-c2ccccc2)c(-c2cc3ccccc3s2)n1. As a reaction SMILES: [CH3:50][CH2:51][O:52][C:53](=[O:54])[CH3:55].[Na+:38].[Na+:39].[O-:40][C:41](=[O:42])[O-:43].[O:44]1[CH2:45][CH2:46][O:47][CH2:48][CH2:49]1.[c:29]1([B:35]([OH:36])[OH:37])[cH:30][cH:31][cH:32][cH:33][cH:34]1.[cH:56]1[cH:57][cH:58][c:59]([P:60]([Pd:61]([P:62]([c:63]2[cH:64][cH:65][cH:66][cH:67][cH:68]2)([c:69]2[cH:70][cH:71][cH:72][cH:73][cH:74]2)[c:75]2[cH:76][cH:77][cH:78][cH:79][cH:80]2)([P:81]([c:82]2[cH:83][cH:84][cH:85][cH:86][cH:87]2)([c:88]2[cH:89][cH:90][cH:91][cH:92][cH:93]2)[c:94]2[cH:95][cH:96][cH:97][cH:98][cH:99]2)[P:100]([c:101]2[cH:102][cH:103][cH:104][cH:105][cH:106]2)([c:107]2[cH:108][cH:109][cH:110][cH:111][cH:112]2)[c:113]2[cH:114][cH:115][cH:116][cH:117][cH:118]2)([c:119]2[cH:120][cH:121][cH:122][cH:123][cH:124]2)[c:125]2[cH:126][cH:127][cH:128][cH:129][cH:130]2)[cH:131][cH:132]1.[s:1]1[c:2]2[c:3]([cH:4][c:5]1-[c:6]1[n:7][c:8]([NH:13][CH2:14][CH2:15][N:16]3[C:17](=[O:24])[NH:18][C:19](=[O:23])[C:20]3([CH3:21])[CH3:22])[n:9][cH:10][c:11]1[Br:12])[cH:25][cH:26][cH:27][cH:28]2>>[s:1]1[c:2]2[c:3]([cH:4][c:5]1-[c:6]1[n:7][c:8]([NH:13][CH2:14][CH2:15][N:16]3[C:17](=[O:24])[NH:18][C:19](=[O:23])[C:20]3([CH3:21])[CH3:22])[n:9][cH:10][c:11]1-[c:29]1[cH:30][cH:31][cH:32][cH:33][cH:34]1)[cH:25][cH:26][cH:27][cH:28]2. Starting materials: ClCCC1=C2C=CC=CC2=C(C2=CC=CC=C12)C=O (10-(2-chloroethyl)-9-anthracenecarbaldehyde), CC(CO)(CO)N (2-methyl-2-amino-1,3-propanediol). Product: Cl.ClCCC1=C2C=CC=CC2=C(C2=CC=CC=C12)CNC(CO)(CO)C (2-((10-(2-chloroethyl)-9-anthracenylmethyl)amino)-2-methyl-1,3-propanediol hydrochloride). Reaction SMILES: [Cl:1][CH2:2][CH2:3][C:4]1[C:17]2[C:12](=[CH:13][CH:14]=[CH:15][CH:16]=2)[C:11]([CH:18]=O)=[C:10]2[C:5]=1[CH:6]=[CH:7][CH:8]=[CH:9]2.[CH3:20][C:21]([NH2:26])([CH2:24][OH:25])[CH2:22][OH:23]>>[ClH:1].[Cl:1][CH2:2][CH2:3][C:4]1[C:5]2[C:10](=[CH:9][CH:8]=[CH:7][CH:6]=2)[C:11]([CH2:18][NH:26][C:21]([CH3:20])([CH2:24][OH:25])[CH2:22][OH:23])=[C:12]2[C:17]=1[CH:16]=[CH:15][CH:14]=[CH:13]2 |f:2.3|. Procedure: Using the reductive amination procedure outlined in 1, 10-(2-chloroethyl)-9-anthracenecarbaldehyde and 2-methyl-2-amino-1,3-propanediol (Aldrich) gave 2-((10-(2-chloroethyl)-9-anthracenylmethyl)amino)-2-methyl-1,3-propanediol hydrochloride mp 229°-231° (dec), (EtOH/Et2O), (C, H, Cl, N). Starting materials: BrC1=NC=CC(=C1)N (2-Bromo-4-aminopyridine), C1=CC=CC=C1 (benzene), C1(=CC=CC=C1)N=C=O (phenyl isocyanate). Run in N1=CC=CC=C1 (pyridine). Conditions: time 20 hour. Product: BrC1=NC=CC(=C1)NC(=O)NC1=CC=CC=C1 (N-(2-bromo-4-pyridyl)-N'-phenylurea). The yield is 42.2%. Reaction SMILES: [Br:1][C:2]1[CH:7]=[C:6]([NH2:8])[CH:5]=[CH:4][N:3]=1.C1C=CC=CC=1.[C:15]1([N:21]=[C:22]=[O:23])[CH:20]=[CH:19][CH:18]=[CH:17][CH:16]=1>N1C=CC=CC=1>[Br:1][C:2]1[CH:7]=[C:6]([NH:8][C:22]([NH:21][C:15]2[CH:20]=[CH:19][CH:18]=[CH:17][CH:16]=2)=[O:23])[CH:5]=[CH:4][N:3]=1. Reported procedure: 2-Bromo-4-aminopyridine (433 mg, 2.5 mmol) was added to 15 ml of dry benzene and the mixture warmed to dissolve the pyridine. 298 mg (2.5 mmol) of phenyl isocyanate was added to the solution and the resulting mixture stirred at room temperature for 20 hrs. The crystals which formed were collected by filtration and subjected to chromatography in a conventional manner using alumina. After developing the column with a benzene-ethyl acetate (2.5:1 volume) solvent mixture, the eluate containing the o... Starting materials: Cl.FC1=CC=C(C=C1)C(CCCN1CCC(CC1)C(C1=CC=CC=C1)(C1=CC=CC=C1)O)=O (4'-fluoro-4-[4-(α-hydroxy-α-phenylbenzyl)piperidino]butyrophenone hydrochloride), Cl.OC(C1=CC=CC=C1)(C1=CC=CC=C1)C1CCN(CC1)CCCC(=O)C1=CC=C(C=C1)OC (4-[4-(α-hydroxy-α-phenylbenzyl)piperidino]-4'-methoxybutyrophenone hydrochloride). Product: Cl.C1(=CC=CC=C1)C(=C1CCN(CC1)CCCC(=O)C1=CC=C(C=C1)OC)C1=CC=CC=C1 (4-[4-(Diphenylmethylene)piperidino]-4'-methoxybutyrophenone hydrochloride), methanol-benzene. As a reaction SMILES: [ClH:1].FC1C=CC(C(=O)CCCN2CCC(C(O)(C3C=CC=CC=3)C3C=CC=CC=3)CC2)=CC=1.Cl.O[C:36]([CH:49]1[CH2:54][CH2:53][N:52]([CH2:55][CH2:56][CH2:57][C:58]([C:60]2[CH:65]=[CH:64][C:63]([O:66][CH3:67])=[CH:62][CH:61]=2)=[O:59])[CH2:51][CH2:50]1)([C:43]1[CH:48]=[CH:47][CH:46]=[CH:45][CH:44]=1)[C:37]1[CH:42]=[CH:41][CH:40]=[CH:39][CH:38]=1>>[ClH:1].[C:43]1([C:36]([C:37]2[CH:42]=[CH:41][CH:40]=[CH:39][CH:38]=2)=[C:49]2[CH2:50][CH2:51][N:52]([CH2:55][CH2:56][CH2:57][C:58]([C:60]3[CH:61]=[CH:62][C:63]([O:66][CH3:67])=[CH:64][CH:65]=3)=[O:59])[CH2:53][CH2:54]2)[CH:44]=[CH:45][CH:46]=[CH:47][CH:48]=1 |f:0.1,2.3,4.5|. Reported procedure: By the procedure of Example 3 only substituting for 4'-fluoro-4-[4-(α-hydroxy-α-phenylbenzyl)piperidino]butyrophenone hydrochloride an appropriate amount of 4-[4-(α-hydroxy-α-phenylbenzyl)piperidino]-4'-methoxybutyrophenone hydrochloride, the desired product was obtained upon recrystallization from methanol-benzene, M.P. 185.5°-187° C. Starting materials: N#Cc1ccc(C#Cc2ccc(Br)cc2)cc1, O=C([O-])[O-], CN1CCCCC1, [K+], [K+], [Na+], C1CCOC1, [OH-], OO, c1ccc(P(c2ccccc2)(c2ccccc2)[Pd](P(c2ccccc2)(c2ccccc2)c2ccccc2)(P(c2ccccc2)(c2ccccc2)c2ccccc2)P(c2ccccc2)(c2ccccc2)c2ccccc2)cc1. The product is CCCC=Cc1ccc(C#Cc2ccc(C#N)cc2)cc1. RXN SMILES: [C:1](#[N:2])[c:3]1[cH:4][cH:5][c:6]([C:9]#[C:10][c:11]2[cH:12][cH:13][c:14]([Br:17])[cH:15][cH:16]2)[cH:7][cH:8]1.[C:25](=[O:26])([O-:27])[O-:28].[CH3:18][N:19]1[CH2:20][CH2:21][CH2:22][CH2:23][CH2:24]1.[K+:29].[K+:30].[Na+:32].[O:35]1[CH2:36][CH2:37][CH2:38][CH2:39]1.[OH-:31].[OH:33][OH:34].[cH:40]1[cH:41][cH:42][c:43]([P:44]([Pd:45]([P:46]([c:47]2[cH:48][cH:49][cH:50][cH:51][cH:52]2)([c:53]2[cH:54][cH:55][cH:56][cH:57][cH:58]2)[c:59]2[cH:60][cH:61][cH:62][cH:63][cH:64]2)([P:65]([c:66]2[cH:67][cH:68][cH:69][cH:70][cH:71]2)([c:72]2[cH:73][cH:74][cH:75][cH:76][cH:77]2)[c:78]2[cH:79][cH:80][cH:81][cH:82][cH:83]2)[P:84]([c:85]2[cH:86][cH:87][cH:88][cH:89][cH:90]2)([c:91]2[cH:92][cH:93][cH:94][cH:95][cH:96]2)[c:97]2[cH:98][cH:99][cH:100][cH:101][cH:102]2)([c:103]2[cH:104][cH:105][cH:106][cH:107][cH:108]2)[c:109]2[cH:110][cH:111][cH:112][cH:113][cH:114]2)[cH:115][cH:116]1>>[C:1](#[N:2])[c:3]1[cH:4][cH:5][c:6]([C:9]#[C:10][c:11]2[cH:12][cH:13][c:14]([CH:20]=[CH:21][CH2:22][CH2:23][CH3:24])[cH:15][cH:16]2)[cH:7][cH:8]1. Reactants: C(C)(C)OC1=CC=C2C(=C(N=C(C2=C1)Cl)C(=O)O)O (7-isopropoxy-1-chloro-4-hydroxy-isoquinoline-3-carboxylic acid), Cl.COC([C@H](N)C)=O (D-Alanine methyl ester hydrochloride), ester. Yields the product C(C)(C)OC1=CC=C2C(=C(N=C(C2=C1)Cl)C(=O)N[C@@H](C(=O)O)C)O ((R)-2-[(7-Isopropoxy-1-chloro-4-hydroxy-isoquinoline-3-carbonyl)-amino]propionic acid). As a reaction SMILES: [CH:1]([O:4][C:5]1[CH:14]=[C:13]2[C:8]([C:9]([OH:19])=[C:10]([C:16]([OH:18])=O)[N:11]=[C:12]2[Cl:15])=[CH:7][CH:6]=1)([CH3:3])[CH3:2].Cl.C[O:22][C:23](=[O:27])[C@@H:24]([CH3:26])[NH2:25]>>[CH:1]([O:4][C:5]1[CH:14]=[C:13]2[C:8]([C:9]([OH:19])=[C:10]([C:16]([NH:25][C@H:24]([CH3:26])[C:23]([OH:27])=[O:22])=[O:18])[N:11]=[C:12]2[Cl:15])=[CH:7][CH:6]=1)([CH3:2])[CH3:3] |f:1.2|. Reported procedure: Analogously to Example A-56, 0.040 g of 7-isopropoxy-1-chloro-4-hydroxy-isoquinoline-3-carboxylic acid were allowed to react with D-Alanine methyl ester hydrochloride. The intermediate ester product was hydrolyzed as in Example A-56 to give 0.042 g of a white solid: MS-(−)-ion, M−1=353.0 amu. Reactants: ClC=1C=C(C=CC1Cl)C1(CN(CC1)C(=O)C1=NC=CC=C1)CCCS(=O)(=O)[O-] (2-[3-(3,4dichloro-phenyl)-1-(pyridine-2-carbonyl)-pyrrolidin-3-yl]-ethyl-methanesulfonate), Cl.C1(=CC=CC=C1)C1(CCNCC1)C(=O)N (4-phenyl-piperidine-4-carboxylic acid amide hydrochloride). Yields the product ClC=1C=C(C=CC1Cl)C1(CN(CC1)C(=O)C1=NC=CC=C1)CCN1CCC(CC1)(C(=O)N)C1=CC=CC=C1 (1-[2-[3-(3,4-dichloro-phenyl)-1-(pyridine-2-carbonyl)-pyrrolidin-3-yl]-ethyl]-4-phenyl-piperidine-4-carboxylic acid amide). RXN SMILES: [Cl:1][C:2]1[CH:3]=[C:4]([C:9]2([CH2:22][CH2:23]CS([O-])(=O)=O)[CH2:13][CH2:12][N:11]([C:14]([C:16]3[CH:21]=[CH:20][CH:19]=[CH:18][N:17]=3)=[O:15])[CH2:10]2)[CH:5]=[CH:6][C:7]=1[Cl:8].Cl.[C:30]1([C:36]2([C:42]([NH2:44])=[O:43])[CH2:41][CH2:40][NH:39][CH2:38][CH2:37]2)[CH:35]=[CH:34][CH:33]=[CH:32][CH:31]=1>>[Cl:1][C:2]1[CH:3]=[C:4]([C:9]2([CH2:22][CH2:23][N:39]3[CH2:38][CH2:37][C:36]([C:30]4[CH:31]=[CH:32][CH:33]=[CH:34][CH:35]=4)([C:42]([NH2:44])=[O:43])[CH2:41][CH2:40]3)[CH2:13][CH2:12][N:11]([C:14]([C:16]3[CH:21]=[CH:20][CH:19]=[CH:18][N:17]=3)=[O:15])[CH2:10]2)[CH:5]=[CH:6][C:7]=1[Cl:8] |f:1.2|. Procedure details: Prepare by the method of example 3.3 using 2-[3-(3,4dichloro-phenyl)-1-(pyridine-2-carbonyl)-pyrrolidin-3-yl]-ethyl-methanesulfonate (0.6 mmol) and 4-phenyl-piperidine-4-carboxylic acid amide hydrochloride (0.72 mmol). Chromatograph on silica gel to give the title compound.